This data is from the Open Reaction Database (ORD), a public repository of structured organic reaction records. The task is: describe an organic reaction: reactants, conditions, products, and yield Starting materials: [Al+3], [Cl-], [Cl-], [Cl-], COc1ccc2c(=O)c3c(Cl)ccc([N+](=O)[O-])c3oc2c1, ClCCCl. Product: O=c1c2ccc(O)cc2oc2c([N+](=O)[O-])ccc(Cl)c12. Reaction SMILES: [Al+3:23].[Cl-:22].[Cl-:24].[Cl-:25].[Cl:1][c:2]1[cH:3][cH:4][c:5]([N+:19](=[O:20])[O-:21])[c:6]2[o:7][c:8]3[cH:9][c:10]([O:17][CH3:18])[cH:11][cH:12][c:13]3[c:14](=[O:16])[c:15]12.[Cl:26][CH2:27][CH2:28][Cl:29]>>[Cl:1][c:2]1[cH:3][cH:4][c:5]([N+:19](=[O:20])[O-:21])[c:6]2[o:7][c:8]3[cH:9][c:10]([OH:17])[cH:11][cH:12][c:13]3[c:14](=[O:16])[c:15]12. The reactants are Cl.N[C@@H]1CC[C@H](CC1)NC(=O)C1=C(NC2=C1N=CN=C2C2=C(C=C(C(=C2)F)OC)OCC2CC2)C (N-(trans-4-aminocyclohexyl)-4-[2-(cyclopropylmethoxy)-5-fluoro-4-methoxyphenyl]-6-methyl-5H-pyrrolo[3,2-d]pyrimidine-7-carboxamide hydrochloride), C(CC)(=O)Cl (propionyl chloride). The product is C1(CC1)COC1=C(C=C(C(=C1)OC)F)C=1C2=C(N=CN1)C(=C(N2)C)C(=O)N[C@@H]2CC[C@H](CC2)NC(CC)=O (4-[2-(Cyclopropylmethoxy)-5-fluoro-4-methoxyphenyl]-6-methyl-N-[trans-4-(propionylamino)cyclohexyl]-5H-pyrrolo[3,2-d]pyrimidine-7-carboxamide). Reaction SMILES: Cl.[NH2:2][C@H:3]1[CH2:8][CH2:7][C@H:6]([NH:9][C:10]([C:12]2[C:16]3[N:17]=[CH:18][N:19]=[C:20]([C:21]4[CH:26]=[C:25]([F:27])[C:24]([O:28][CH3:29])=[CH:23][C:22]=4[O:30][CH2:31][CH:32]4[CH2:34][CH2:33]4)[C:15]=3[NH:14][C:13]=2[CH3:35])=[O:11])[CH2:5][CH2:4]1.[C:36](Cl)(=[O:39])[CH2:37][CH3:38]>>[CH:32]1([CH2:31][O:30][C:22]2[CH:23]=[C:24]([O:28][CH3:29])[C:25]([F:27])=[CH:26][C:21]=2[C:20]2[C:15]3[NH:14][C:13]([CH3:35])=[C:12]([C:10]([NH:9][C@H:6]4[CH2:7][CH2:8][C@H:3]([NH:2][C:36](=[O:39])[CH2:37][CH3:38])[CH2:4][CH2:5]4)=[O:11])[C:16]=3[N:17]=[CH:18][N:19]=2)[CH2:34][CH2:33]1 |f:0.1|. Procedure: Starting from N-(trans-4-aminocyclohexyl)-4-[2-(cyclopropylmethoxy)-5-fluoro-4-methoxyphenyl]-6-methyl-5H-pyrrolo[3,2-d]pyrimidine-7-carboxamide hydrochloride (example D.f45) and commercially available propionyl chloride the title compound is obtained as colorless solid. Yields the product CC1=NC2=CC=CC(=C2C=C1)OCCN1CCC(CC1)CC=1C=CC2=C(NCCO2)C1 (6-{1-[2-(2-Methylquinolin-5-yloxy)ethyl]piperidin-4-ylmethyl}-3,4-dihydro-2H-benzo[1,4]oxazine). As a reaction SMILES: [CH3:1][C:2]1[CH:11]=[CH:10][C:9]2[C:4](=[CH:5][CH:6]=[CH:7][C:8]=2[O:12][CH2:13][CH2:14][N:15]2[CH2:20][CH2:19][CH:18]([CH2:21][C:22]3[CH:23]=[CH:24][C:25]4[O:30][CH2:29][C:28](=O)[NH:27][C:26]=4[CH:32]=3)[CH2:17][CH2:16]2)[N:3]=1.[H-].[Al+3].[Li+].[H-].[H-].[H-]>>[CH3:1][C:2]1[CH:11]=[CH:10][C:9]2[C:4](=[CH:5][CH:6]=[CH:7][C:8]=2[O:12][CH2:13][CH2:14][N:15]2[CH2:16][CH2:17][CH:18]([CH2:21][C:22]3[CH:23]=[CH:24][C:25]4[O:30][CH2:29][CH2:28][NH:27][C:26]=4[CH:32]=3)[CH2:19][CH2:20]2)[N:3]=1 |f:1.2.3.4.5.6|. Starting materials: CC1=NC2=CC=CC(=C2C=C1)OCCN1CCC(CC1)CC=1C=CC2=C(NC(CO2)=O)C1 (6-{1-[2-(2-methylquinolin-5-yloxy)ethyl]piperidin-4-ylmethyl}-4H-benzo[1,4]oxazin-3-one), [H-].[Al+3].[Li+].[H-].[H-].[H-] (lithium aluminium hydride). Yield: 54.6%. Procedure: The title compound (0.228 g, 54%) was prepared by reduction of 6-{1-[2-(2-methylquinolin-5-yloxy)ethyl]piperidin-4-ylmethyl}-4H-benzo[1,4]oxazin-3-one (0.431 g, 1 mmol) with lithium aluminium hydride as described in Example 3. The reactants are CCCN, CCCCCC, CCOC(C)=O, ClCCl, [Na+], [OH-], Cc1cc(C)c(S(=O)(=O)Cl)c(C)c1. Yields the product CCCNS(=O)(=O)c1c(C)cc(C)cc1C. As a reaction SMILES: [CH3:14][CH2:15][CH2:16][NH2:17].[CH3:18][CH2:19][CH2:20][CH2:21][CH2:22][CH3:23].[CH3:24][CH2:25][O:26][C:27]([CH3:28])=[O:29].[Cl:30][CH2:31][Cl:32].[Na+:34].[OH-:33].[c:1]1([CH3:13])[c:2]([S:9](=[O:10])(=[O:11])[Cl:12])[c:3]([CH3:8])[cH:4][c:5]([CH3:7])[cH:6]1>>[c:1]1([CH3:13])[c:2]([S:9](=[O:10])(=[O:11])[NH:17][CH2:16][CH2:15][CH3:14])[c:3]([CH3:8])[cH:4][c:5]([CH3:7])[cH:6]1. The reactants are N#Cc1ccccc1B(O)O, CC(=O)[O-], CC(=O)[O-], c1ccc(-c2ccccc2P(C2CCCCC2)C2CCCCC2)cc1, [F-], COC(=O)N(Cc1cc(C(F)(F)F)cc(C(F)(F)F)c1)Cc1cc(C(F)(F)F)ccc1I, [K+], C1COCCO1, [Pd+2]. Yields the product COC(=O)N(Cc1cc(C(F)(F)F)cc(C(F)(F)F)c1)Cc1cc(C(F)(F)F)ccc1-c1ccccc1C#N. As a reaction SMILES: [C:33](#[N:34])[c:35]1[c:36]([B:41]([OH:42])[OH:43])[cH:37][cH:38][cH:39][cH:40]1.[C:77]([O-:78])(=[O:79])[CH3:80].[C:82]([O-:83])(=[O:84])[CH3:85].[CH:46]1([P:47]([CH:48]2[CH2:49][CH2:50][CH2:51][CH2:52][CH2:53]2)[c:54]2[cH:55][cH:56][cH:57][cH:58][c:59]2-[c:60]2[cH:61][cH:62][cH:63][cH:64][cH:65]2)[CH2:66][CH2:67][CH2:68][CH2:69][CH2:70]1.[F-:44].[F:1][C:2]([c:3]1[cH:4][c:5]([CH2:6][N:7]([C:8]([O:9][CH3:10])=[O:11])[CH2:12][c:13]2[c:14]([I:23])[cH:15][cH:16][c:17]([C:19]([F:20])([F:21])[F:22])[cH:18]2)[cH:24][c:25]([C:27]([F:28])([F:29])[F:30])[cH:26]1)([F:31])[F:32].[K+:45].[O:71]1[CH2:72][CH2:73][O:74][CH2:75][CH2:76]1.[Pd+2:81]>>[F:1][C:2]([c:3]1[cH:4][c:5]([CH2:6][N:7]([C:8]([O:9][CH3:10])=[O:11])[CH2:12][c:13]2[c:14](-[c:36]3[c:35]([C:33]#[N:34])[cH:40][cH:39][cH:38][cH:37]3)[cH:15][cH:16][c:17]([C:19]([F:20])([F:21])[F:22])[cH:18]2)[cH:24][c:25]([C:27]([F:28])([F:29])[F:30])[cH:26]1)([F:31])[F:32]. Starting materials: CCOC(=O)CS, ClCCl, OC(CCCc1ccc(Cl)cc1)c1ccc(OCc2ccc3ccccc3n2)cc1. The product is CCOC(=O)CSC(CCCc1ccc(Cl)cc1)c1ccc(OCc2ccc3ccccc3n2)cc1. As a reaction SMILES: [C:31]([CH2:32][SH:33])(=[O:34])[O:35][CH2:36][CH3:37].[CH2:38]([Cl:39])[Cl:40].[Cl:1][c:2]1[cH:3][cH:4][c:5]([CH2:8][CH2:9][CH2:10][CH:11]([OH:12])[c:13]2[cH:14][cH:15][c:16]([O:19][CH2:20][c:21]3[n:22][c:23]4[cH:24][cH:25][cH:26][cH:27][c:28]4[cH:29][cH:30]3)[cH:17][cH:18]2)[cH:6][cH:7]1>>[Cl:1][c:2]1[cH:3][cH:4][c:5]([CH2:8][CH2:9][CH2:10][CH:11]([c:13]2[cH:14][cH:15][c:16]([O:19][CH2:20][c:21]3[n:22][c:23]4[cH:24][cH:25][cH:26][cH:27][c:28]4[cH:29][cH:30]3)[cH:17][cH:18]2)[S:33][CH2:32][C:31](=[O:34])[O:35][CH2:36][CH3:37])[cH:6][cH:7]1. Reactants: COCOc1ccccc1C(O)c1ccc(OC)c(OC)c1OCOC, ClCCl, O=[Cr](=O)=O, c1ccncc1. The product is COCOc1ccccc1C(=O)c1ccc(OC)c(OC)c1OCOC. Reaction SMILES: [CH3:11][O:12][CH2:13][O:14][c:15]1[c:16]([CH:21]([OH:22])[c:23]2[c:24]([O:33][CH2:34][O:35][CH3:36])[c:25]([O:31][CH3:32])[c:26]([O:29][CH3:30])[cH:27][cH:28]2)[cH:17][cH:18][cH:19][cH:20]1.[Cl:37][CH2:38][Cl:39].[O:1]=[Cr:2](=[O:3])=[O:4].[cH:5]1[cH:6][cH:7][n:8][cH:9][cH:10]1>>[CH3:11][O:12][CH2:13][O:14][c:15]1[c:16]([C:21](=[O:22])[c:23]2[c:24]([O:33][CH2:34][O:35][CH3:36])[c:25]([O:31][CH3:32])[c:26]([O:29][CH3:30])[cH:27][cH:28]2)[cH:17][cH:18][cH:19][cH:20]1. Starting materials: CC(C)CNc1ccn2ncc(C=O)c2n1, C1CCNCC1, CC#N, O=C1CNC(=O)N1. Product: CC(C)CNc1ccn2ncc(C=C3NC(=O)NC3=O)c2n1. RXN SMILES: [CH2:1]([CH:2]([CH3:3])[CH3:4])[NH:5][c:6]1[n:7][c:8]2[n:9]([cH:10][cH:11]1)[n:12][cH:13][c:14]2[CH:15]=[O:16].[CH2:24]1[CH2:25][CH2:26][NH:27][CH2:28][CH2:29]1.[CH3:30][C:31]#[N:32].[O:17]=[C:18]1[CH2:19][NH:20][C:21](=[O:22])[NH:23]1>>[CH2:1]([CH:2]([CH3:3])[CH3:4])[NH:5][c:6]1[n:7][c:8]2[n:9]([cH:10][cH:11]1)[n:12][cH:13][c:14]2[CH:15]=[C:19]1[C:18](=[O:17])[NH:23][C:21](=[O:22])[NH:20]1. The reactants are BrCC1OCC2=C(O1)C=C(C=C2)S(=O)(=O)C(F)(F)F (2-(bromomethyl)-7-[(trifluoromethyl)sulfonyl]-4H-1,3-benzodioxine), C(CC)N (propan-1-amine), C([O-])([O-])=O.[K+].[K+] (potassiumcarbonate). The solvent is C(C)#N (ACN). Yields the product FC(S(=O)(=O)C=1C=CC2=C(OC(OC2)CNCCC)C1)(F)F (N-({7-[(TRIFLUOROMETHYL)SULFONYL]-4H-1,3-BENZODIOXIN-2-YL}METHYL)PROPAN-1-AMINE). Yield: 58.5%. As a reaction SMILES: Br[CH2:2][CH:3]1[O:8][C:7]2[CH:9]=[C:10]([S:13]([C:16]([F:19])([F:18])[F:17])(=[O:15])=[O:14])[CH:11]=[CH:12][C:6]=2[CH2:5][O:4]1.[CH2:20]([NH2:23])[CH2:21][CH3:22].C(=O)([O-])[O-].[K+].[K+]>C(#N)C>[F:17][C:16]([F:19])([F:18])[S:13]([C:10]1[CH:11]=[CH:12][C:6]2[CH2:5][O:4][CH:3]([CH2:2][NH:23][CH2:20][CH2:21][CH3:22])[O:8][C:7]=2[CH:9]=1)(=[O:15])=[O:14] |f:2.3.4|. Reported procedure: 2-(bromomethyl)-7-[(trifluoromethyl)sulfonyl]-4H-1,3-benzodioxine (1.0 g, 2.77 mmol), propan-1-amine (2.27 ml, 27.7 mmol), potassiumcarbonate (0.57 g, 4.15 mmol) and ACN were heated at 60° C. for 16 h. The volatiles were evaporated and the crude product was purified by flash column chromatography using EtOAc/MeOH (10:1) as eluent, to afford the title product (0.55 g, 58%). The amine (0.30 g) was converted into the hydrochloric acid salt and crystallized from EtOH/DEE. M.p. 201° C. MS m/z (rel. i... Starting materials: CN(/C=C/C(=O)C1=NN(C=CC1=O)C1=CC(=CC=C1)S(=O)(=O)C)C (3-((E)-3-dimethylamino-acryloyl)-1-(3-methansulfonyl-phenyl)-1H-pyridazin-4-one), N(N)C=1C=C(C(=O)N)C=CC1 (3-hydrazino-benzamide). The product is CS(=O)(=O)C=1C=C(C=CC1)N1N=C(C(C=C1)=O)C1=CC=NN1C=1C=C(C(=O)N)C=CC1 (3-{5-[1-(3-Methanesulfonyl-phenyl)-4-oxo-1,4-dihydro-pyridazin-3-yl]-pyrazol-1-yl}-benzamide). As a reaction SMILES: C[N:2](C)/[CH:3]=[CH:4]/[C:5]([C:7]1[C:12](=[O:13])[CH:11]=[CH:10][N:9]([C:14]2[CH:19]=[CH:18][CH:17]=[C:16]([S:20]([CH3:23])(=[O:22])=[O:21])[CH:15]=2)[N:8]=1)=O.[NH:25]([C:27]1[CH:28]=[C:29]([CH:33]=[CH:34][CH:35]=1)[C:30]([NH2:32])=[O:31])N>>[CH3:23][S:20]([C:16]1[CH:15]=[C:14]([N:9]2[CH:10]=[CH:11][C:12](=[O:13])[C:7]([C:5]3[N:25]([C:27]4[CH:28]=[C:29]([CH:33]=[CH:34][CH:35]=4)[C:30]([NH2:32])=[O:31])[N:2]=[CH:3][CH:4]=3)=[N:8]2)[CH:19]=[CH:18][CH:17]=1)(=[O:22])=[O:21]. Procedure details: Reaction of 3-((E)-3-dimethylamino-acryloyl)-1-(3-methansulfonyl-phenyl)-1H-pyridazin-4-one (A-7) and 3-hydrazino-benzamide according to example 43 gave the desired product. MS: M=436.7 (M+H)+